This data is from the Open Reaction Database (ORD), a public repository of structured organic reaction records. The task is: describe an organic reaction: reactants, conditions, products, and yield The reactants are C(C)(C)(C)OC(NC[C@@H]1CNC[C@H]1C(F)(F)F)=O ((3S,4S)-(4-trifluoromethyl-pyrrolidin-3-ylmethyl)-carbamic acid tert-butyl ester), [N+](=O)([O-])C1=CC=C(C=C1)OC(NC1=C(C=C(C=C1)N1C(C=CC=C1)=O)F)=O ([2-fluoro-4-(2-oxo-2H-pyridin-1-yl)-phenyl]-carbamic acid 4-nitro-phenyl ester). Product: C(C)(C)(C)OC(NC[C@@H]1CN(C[C@H]1C(F)(F)F)C(NC1=C(C=C(C=C1)N1C(C=CC=C1)=O)F)=O)=O ({(3R,4S)-1-[2-fluoro-4-(2-oxo-2H-pyridin-1-yl)-phenylcarbamoyl]-4-trifluoromethyl-pyrrolidin-3-ylmethyl}-carbamic acid tert-butyl ester). As a reaction SMILES: [C:1]([O:5][C:6](=[O:18])[NH:7][CH2:8][C@H:9]1[C@H:13]([C:14]([F:17])([F:16])[F:15])[CH2:12][NH:11][CH2:10]1)([CH3:4])([CH3:3])[CH3:2].[N+](C1C=CC([O:28][C:29](=O)[NH:30][C:31]2[CH:36]=[CH:35][C:34]([N:37]3[CH:42]=[CH:41][CH:40]=[CH:39][C:38]3=[O:43])=[CH:33][C:32]=2[F:44])=CC=1)([O-])=O>>[C:1]([O:5][C:6](=[O:18])[NH:7][CH2:8][C@H:9]1[C@H:13]([C:14]([F:15])([F:16])[F:17])[CH2:12][N:11]([C:29](=[O:28])[NH:30][C:31]2[CH:36]=[CH:35][C:34]([N:37]3[CH:42]=[CH:41][CH:40]=[CH:39][C:38]3=[O:43])=[CH:33][C:32]=2[F:44])[CH2:10]1)([CH3:4])([CH3:2])[CH3:3]. Procedure: 77.1 Using general procedure H, (3S,4S)-(4-trifluoromethyl-pyrrolidin-3-ylmethyl)-carbamic acid tert-butyl ester (H. Fukui et al., Bioorganic & Medicinal Chemistry Letters, 1998, 8, 2833) was coupled with [2-fluoro-4-(2-oxo-2H-pyridin-1-yl)-phenyl]-carbamic acid 4-nitro-phenyl ester (prepared according to example 54.3) to give {(3R,4S)-1-[2-fluoro-4-(2-oxo-2H-pyridin-1-yl)-phenylcarbamoyl]-4-trifluoromethyl-pyrrolidin-3-ylmethyl}-carbamic acid tert-butyl ester. Orange oil. MS 499.3 ([M+H]+) The reactants are CCOC(=O)c1cc(CBr)cc(C(=O)OCC)c1, C[Si](C)(C)C#N, CCCC[N+](CCCC)(CCCC)CCCC, CC#N, [F-]. The product is CCOC(=O)c1cc(CC#N)cc(C(=O)OCC)c1. RXN SMILES: [CH2:1]([CH3:2])[O:3][C:4](=[O:5])[c:6]1[cH:7][c:8]([C:14](=[O:15])[O:16][CH2:17][CH3:18])[cH:9][c:10]([CH2:12][Br:13])[cH:11]1.[CH3:19][Si:20]([CH3:21])([CH3:22])[C:23]#[N:24].[CH3:26][CH2:27][CH2:28][CH2:29][N+:30]([CH2:31][CH2:32][CH2:33][CH3:34])([CH2:35][CH2:36][CH2:37][CH3:38])[CH2:39][CH2:40][CH2:41][CH3:42].[CH3:43][C:44]#[N:45].[F-:25]>>[CH2:1]([CH3:2])[O:3][C:4](=[O:5])[c:6]1[cH:7][c:8]([C:14](=[O:15])[O:16][CH2:17][CH3:18])[cH:9][c:10]([CH2:12][C:23]#[N:24])[cH:11]1. The reactants are C(C)(C)(C)OC(=O)N[C@H]1[C@@H](N(C1)C(C1=CC=CC=C1)C1=CC=CC=C1)CC (trans(±)-3-(tert-Butoxycarbonyl)amino-1-(diphenylmethyl)-2-ethylazetidine), [H][H] (hydrogen). The reagents and catalysts are [Pd] (Pd/C). Run in CO (methanol). Product: C(C)(C)(C)OC(=O)N[C@H]1[C@@H](NC1)CC (trans(±)-3-(tert-Butoxycarbonyl)amino-2-ethylazetidine). The yield is 70.9%. Reaction SMILES: [C:1]([O:5][C:6]([NH:8][C@@H:9]1[CH2:12][N:11](C(C2C=CC=CC=2)C2C=CC=CC=2)[C@H:10]1[CH2:26][CH3:27])=[O:7])([CH3:4])([CH3:3])[CH3:2].[H][H]>CO.[Pd]>[C:1]([O:5][C:6]([NH:8][C@@H:9]1[CH2:12][NH:11][C@H:10]1[CH2:26][CH3:27])=[O:7])([CH3:4])([CH3:3])[CH3:2]. Procedure: 10% Pd/C (100 mg) was added to a solution of trans(±)-3-(tert-butoxycarbonyl)amino-1-(diphenylmethyl)-2-ethylazetidine obtained in Example (234d) (530 mg, 1.45 mmol) in methanol (7 mL), and the mixture was stirred in a hydrogen stream at 40° C. for 13 hours. The reaction solution was filtered, and then the filtrate was concentrated under reduced pressure. A 1 N aqueous hydrochloric acid solution was added to the resulting residue. The aqueous layer was washed with ethyl acetate, and then saturat... Starting materials: CC(C)(C)OC(=O)n1c(B(O)O)cc2ccccc21, O=C([O-])[O-], COCCOC, CCOC(C)=O, COc1nnc(-c2ccncc2)cc1I, [K+], [K+], CC(=O)[O-], CC(=O)[O-], O, [Pd+2], c1ccc(P(c2ccccc2)c2ccccc2)cc1. Product: COc1nnc(-c2ccncc2)cc1-c1cc2ccccc2n1C(=O)OC(C)(C)C. As a reaction SMILES: [C:16]([CH3:17])([CH3:18])([CH3:19])[O:20][C:21](=[O:22])[n:23]1[c:24]([B:32]([OH:33])[OH:34])[cH:25][c:26]2[cH:27][cH:28][cH:29][cH:30][c:31]12.[C:35](=[O:36])([O-:37])[O-:38].[CH3:60][O:61][CH2:62][CH2:63][O:64][CH3:65].[CH3:76][CH2:77][O:78][C:79](=[O:80])[CH3:81].[I:1][c:2]1[c:3]([O:14][CH3:15])[n:4][n:5][c:6](-[c:8]2[cH:9][cH:10][n:11][cH:12][cH:13]2)[cH:7]1.[K+:39].[K+:40].[O-:68][C:69]([CH3:70])=[O:71].[O-:72][C:73]([CH3:74])=[O:75].[OH2:66].[Pd+2:67].[c:41]1([P:42]([c:43]2[cH:44][cH:45][cH:46][cH:47][cH:48]2)[c:49]2[cH:50][cH:51][cH:52][cH:53][cH:54]2)[cH:55][cH:56][cH:57][cH:58][cH:59]1>>[c:2]1(-[c:24]2[n:23]([C:21]([O:20][C:16]([CH3:17])([CH3:18])[CH3:19])=[O:22])[c:31]3[c:26]([cH:25]2)[cH:27][cH:28][cH:29][cH:30]3)[c:3]([O:14][CH3:15])[n:4][n:5][c:6](-[c:8]2[cH:9][cH:10][n:11][cH:12][cH:13]2)[cH:7]1. Starting materials: S1C=NC=C1C=O (thiazole-5-carbaldehyde), C([O-])([O-])=O.[K+].[K+] (potassium carbonate), FC(F)(F)[Si](C)(C)C ((trifluoromethyl)trimethylsilane). The solvent is CN(C=O)C (N,N-dimethylformamide). Product: FC(C(O)C1=CN=CS1)(F)F (2,2,2-trifluoro-1-(thiazol-5-yl)ethanol). Isolated yield 72.7%. Reaction SMILES: [S:1]1[C:5]([CH:6]=[O:7])=[CH:4][N:3]=[CH:2]1.C(=O)([O-])[O-].[K+].[K+].[F:14][C:15]([Si](C)(C)C)([F:17])[F:16]>CN(C)C=O>[F:14][C:15]([F:17])([F:16])[CH:6]([C:5]1[S:1][CH:2]=[N:3][CH:4]=1)[OH:7] |f:1.2.3|. Procedure: According to Reference Example 8-2, by use of thiazole-5-carbaldehyde (300 mg, 2.65 mmol) dissolved in N,N-dimethylformamide (4.5 mL), potassium carbonate (73 mg, 0.53 mmol) and (trifluoromethyl)trimethylsilane (0.470 mL, 3.18 mmol), the mixture was stirred and reacted at room temperature for 1 hour. Then, purification by preparative thin-layer chromatography (chloroform/methanol=15/1) was performed to give 2,2,2-trifluoro-1-(thiazol-5-yl)ethanol (Compound DL) (353 mg, yield: 73%). Reactants: ClC1C(C1(Cl)Cl)(Cl)Cl (Pentachlorocyclopropane), [OH-].[K+] (potassium hydroxide), C(C)OCC=1OC=CC1 (2-Ethoxymethylfuran). The solvent is O1CCOCC1 (1,4-dioxane). Conditions: time 30 minute. The product is ClC=1[C@]2(C=C[C@@H](C(C1Cl)(Cl)Cl)O2)COCC ((1S*,5S*)-2,3,4,4-tetrachloro-1-ethoxymethyl-8-oxabicyclo[3.2.1]octa-2,6-diene). The yield is 65.2%. RXN SMILES: [Cl:1][CH:2]1[C:4](Cl)([Cl:5])[C:3]1([Cl:8])[Cl:7].[OH-].[K+].[CH2:11]([O:13][CH2:14][C:15]1[O:16][CH:17]=[CH:18][CH:19]=1)[CH3:12]>O1CCOCC1>[Cl:5][C:4]1[C@:15]2([CH2:14][O:13][CH2:11][CH3:12])[O:16][C@H:17]([C:3]([Cl:8])([Cl:7])[C:2]=1[Cl:1])[CH:18]=[CH:19]2 |f:1.2|. Procedure: Pentachlorocyclopropane (25 g, 0.116 mol) is added to a suspension of potassium hydroxide (7.8 g, 0.139 mol) in 1,4-dioxane (900 ml) and the mixture is stirred at room temperature for 30 minutes and then heated to 65° C. for a further 30 minutes. 2-Ethoxymethylfuran (17.5 g, 0.139 mol) is added to the reaction mixture, the temperature is raised to 85-90° C. and the mixture is stirred for 16 hours. The reaction mixture is cooled to room temperature, filtered through a plug of diatomaceous earth a... The reactants are OC1=C(C=O)C=C(C=C1C)C (2-hydroxy-3,5-dimethylbenzaldehyde), O=C(C=C)C (3-oxo-1-butene), C([O-])([O-])=O.[K+].[K+] (potassium carbonate). Solvent: CC(CC)=O (2-butanone). Product: CC=1C=C2C=C(COC2=C(C1)C)C(C)=O (6,8-Dimethyl-3-Acetyl-2H-Chromene). Reaction SMILES: [OH:1][C:2]1[C:9]([CH3:10])=[CH:8][C:7]([CH3:11])=[CH:6][C:3]=1[CH:4]=O.[O:12]=[C:13]([CH3:16])[CH:14]=[CH2:15].C(=O)([O-])[O-].[K+].[K+]>CC(=O)CC>[CH3:11][C:7]1[CH:6]=[C:3]2[C:2](=[C:9]([CH3:10])[CH:8]=1)[O:1][CH2:15][C:14]([C:13](=[O:12])[CH3:16])=[CH:4]2 |f:2.3.4|. Procedure: 1.50 g (10 mmol) of 2-hydroxy-3,5-dimethylbenzaldehyde together with 0.66 g (10 mmol) of 3-oxo-1-butene are added at room temperature to a suspension of 0.14 g (1 mmol) of potassium carbonate in 50 ml of 2-butanone. The mixture is brought to reflux with stirring and this temperature is maintained for 90 minutes. The reaction medium is evaporated on a water bath under vacuum, and the residue is taken up with 100 ml of water and extracted 3 times with 75 ml of diethyl ether. The organic phases are... The reactants are CN(C)C=O, O=C(O)CCc1c(C=C2C(=O)Nc3ccccc32)[nH]c2c1CCCC2, NCCN1CCOCC1, O, O=C(n1ccnc1)n1ccnc1. Yields the product O=C(CCc1c(C=C2C(=O)Nc3ccccc32)[nH]c2c1CCCC2)NCCN1CCOCC1. RXN SMILES: [CH3:48][N:49]([CH3:50])[CH:51]=[O:52].[O:1]=[C:2]1[NH:3][c:4]2[cH:5][cH:6][cH:7][cH:8][c:9]2[C:10]1=[CH:11][c:12]1[nH:13][c:14]2[c:19]([c:20]1[CH2:21][CH2:22][C:23](=[O:24])[OH:25])[CH2:18][CH2:17][CH2:16][CH2:15]2.[O:26]1[CH2:27][CH2:28][N:29]([CH2:32][CH2:33][NH2:34])[CH2:30][CH2:31]1.[OH2:47].[n:35]1([C:36]([n:37]2[cH:38][cH:39][n:40][cH:41]2)=[O:42])[cH:43][cH:44][n:45][cH:46]1>>[O:1]=[C:2]1[NH:3][c:4]2[cH:5][cH:6][cH:7][cH:8][c:9]2[C:10]1=[CH:11][c:12]1[nH:13][c:14]2[c:19]([c:20]1[CH2:21][CH2:22][C:23](=[O:25])[NH:34][CH2:33][CH2:32][N:29]1[CH2:28][CH2:27][O:26][CH2:31][CH2:30]1)[CH2:18][CH2:17][CH2:16][CH2:15]2. Starting materials: mercuric oxide, ClC1=C(COC=2C(=NC=CC2)NC(=S)NC2=CC=C(C=C2)Cl)C=CC=C1 (N-[3-(2-chlorobenzyloxy)pyrid2-yl]-N'-(4-chlorophenyl)thiourea), N (ammonia). Run at time 2 day. Yields the product ClC1=C(COC=2C(=NC=CC2)NC(=N)NC2=CC=C(C=C2)Cl)C=CC=C1 (N-[3-(2-Chlorobenzyloxy)pyrid-2-yl]-N'-(4-chlorophenyl)guanidine). As a reaction SMILES: [Cl:1][C:2]1[CH:26]=[CH:25][CH:24]=[CH:23][C:3]=1[CH2:4][O:5][C:6]1[C:7]([NH:12][C:13]([NH:15][C:16]2[CH:21]=[CH:20][C:19]([Cl:22])=[CH:18][CH:17]=2)=S)=[N:8][CH:9]=[CH:10][CH:11]=1.[NH3:27]>>[Cl:1][C:2]1[CH:26]=[CH:25][CH:24]=[CH:23][C:3]=1[CH2:4][O:5][C:6]1[C:7]([NH:12][C:13]([NH:15][C:16]2[CH:21]=[CH:20][C:19]([Cl:22])=[CH:18][CH:17]=2)=[NH:27])=[N:8][CH:9]=[CH:10][CH:11]=1. Procedure: A mixture of yellow mercuric oxide (1.06 g, 0.0049 mol), N-[3-(2-chlorobenzyloxy)pyrid2-yl]-N'-(4-chlorophenyl)thiourea (1.56 g, 0,004 mol) and methanolic ammonia solution (40 ml) was stirred for 2 days at room temperature. The solvent was removed in vacuo and the black residue was boiled with chloroform and filtered hot. Evaporation of the solvent and recrystallisation from acetonitrile gave the desired product. Yield 0.72 g, (46%),m.p. 162°-163 ° C.